This data is from the Open Reaction Database (ORD), a public repository of structured organic reaction records. The task is: describe an organic reaction: reactants, conditions, products, and yield Reactants: NC=O, COC(=O)c1ccc2c(c1)C(Cl)c1ccccc1CO2, O. Product: COC(=O)c1ccc2c(c1)C(NC=O)c1ccccc1CO2. As a reaction SMILES: [CH:21](=[O:22])[NH2:23].[Cl:1][CH:2]1[c:3]2[c:4]([cH:13][cH:14][c:15]([C:17](=[O:18])[O:19][CH3:20])[cH:16]2)[O:5][CH2:6][c:7]2[c:8]1[cH:9][cH:10][cH:11][cH:12]2.[OH2:24]>>[CH:2]1([NH:23][CH:21]=[O:22])[c:3]2[c:4]([cH:13][cH:14][c:15]([C:17](=[O:18])[O:19][CH3:20])[cH:16]2)[O:5][CH2:6][c:7]2[c:8]1[cH:9][cH:10][cH:11][cH:12]2. Reactants: N1CCC(CC1)CCO (2-(piperidin-4-yl)ethanol), C(=O)(O)[O-].[Na+] (NaHCO3), CC(CC(=O)Cl)(C)C (3,3-dimethylbutanoyl chloride). The solvent is ClCCl (dichloromethane). Conditions: temperature 0 celsius. Product: OCCC1CCN(CC1)C(CC(C)(C)C)=O (1-(4-(2-Hydroxyethyl)piperidin-1-yl)-3,3-dimethylbutan-1-one). Isolated yield 45.0%. RXN SMILES: [NH:1]1[CH2:6][CH2:5][CH:4]([CH2:7][CH2:8][OH:9])[CH2:3][CH2:2]1.C([O-])(O)=O.[Na+].[CH3:15][C:16]([CH3:22])([CH3:21])[CH2:17][C:18](Cl)=[O:19]>ClCCl>[OH:9][CH2:8][CH2:7][CH:4]1[CH2:5][CH2:6][N:1]([C:18](=[O:19])[CH2:17][C:16]([CH3:22])([CH3:21])[CH3:15])[CH2:2][CH2:3]1 |f:1.2|. Reported procedure: To a solution of 2-(piperidin-4-yl)ethanol (0.30 g, 2.32 mmol) in anhydrous dichloromethane (10 mL), NaHCO3 (0.59 g, 6.97 mmol) was added. The suspension was cooled to 0° C. and then 3,3-dimethylbutanoyl chloride (0.38 g, 2.79 mmol) was added dropwise over a period of 15 min. The reaction was followed by TLC till the disappearance of the starting material (overnight) and was then filtered. The residue was then purified using column chromatography on a silica gel column eluting with a solution of... Starting materials: C=O (formaldehyde), FC=1C(=CC2=C(NC=3SC(=CC3C(=N2)N2C[C@@H](NCC2)CCOC)C)C1)F ((S)-6,7-difluoro-10-[3-(2-methoxy-ethyl)-piperazin-1-yl]-2-methyl-4H-3-thia-4,9-diaza-benzo[f]azulene), ClCCCl (1,2-dichloroethane), C(C)(=O)O[BH-](OC(C)=O)OC(C)=O.[Na+] (sodium triacetoxyborohydride). Yields the product Cl.FC=1C(=CC2=C(NC=3SC(=CC3C(=N2)N2C[C@@H](N(CC2)C)CCOC)C)C1)F ((S)-6,7-Difluoro-10-[3-(2-methoxy-ethyl)-4-methyl-piperazin-1-yl]-2-methyl-4H-3-thia-4,9-diaza-benzo[f]azulene hydrochloride). Yield: 96.0%. As a reaction SMILES: [F:1][C:2]1[C:3]([F:27])=[CH:4][C:5]2[N:14]=[C:13]([N:15]3[CH2:20][CH2:19][NH:18][C@@H:17]([CH2:21][CH2:22][O:23][CH3:24])[CH2:16]3)[C:12]3[CH:11]=[C:10]([CH3:25])[S:9][C:8]=3[NH:7][C:6]=2[CH:26]=1.C=O.[C:30](O[BH-](OC(=O)C)OC(=O)C)(=O)C.[Na+].[Cl:44]CCCl>>[ClH:44].[F:1][C:2]1[C:3]([F:27])=[CH:4][C:5]2[N:14]=[C:13]([N:15]3[CH2:20][CH2:19][N:18]([CH3:30])[C@@H:17]([CH2:21][CH2:22][O:23][CH3:24])[CH2:16]3)[C:12]3[CH:11]=[C:10]([CH3:25])[S:9][C:8]=3[NH:7][C:6]=2[CH:26]=1 |f:2.3,5.6|. Procedure details: Dissolve (S)-6,7-difluoro-10-[3-(2-methoxy-ethyl)-piperazin-1-yl]-2-methyl-4H-3-thia-4,9-diaza-benzo[f]azulene (26.1 g, 66.5 mmol) in 1,2-dichloroethane (DCE, 260 mL) with stirring at ambient temperature under nitrogen; cool to 10-15° C. Add aqueous 37% wt. formaldehyde (5.40 g×37%=2.00 g, 66.6 mmol) in one portion. Add powdered sodium triacetoxyborohydride (19.8 g, 93.4 mmol) in a few portions over 10-15 minutes, keeping the temperature below 20° C. Rinse in the residue with DCE (26 mL). Stir t... Procedure: A stainless steel stirred autoclave was charged sequentially with methanol (2.8 l.), sodium methoxide (259 g.) (in portions, keeping the temperature less than 35° C.), and 2-chloro-3-pyridinecarboxylic acid (190 g.). The autoclave was sealed and the reaction mixture heated at 110° C. (50 psig) for 48 hours. The reaction mixture was cooled to 25° C. and discharged from the autoclave. Solids were recovered by filtration. Concentration of the filtrate gave a second crop. These process steps were re... Run at temperature 110 celsius, time 30 minute. Yields the product COC1=NC=CC=C1C(=O)O (2-Methoxy-3-pyridinecarboxylic Acid). As a reaction SMILES: [CH3:1][O-:2].[Na+].Cl[C:5]1[C:10]([C:11]([OH:13])=[O:12])=[CH:9][CH:8]=[CH:7][N:6]=1>CO>[CH3:1][O:2][C:5]1[C:10]([C:11]([OH:13])=[O:12])=[CH:9][CH:8]=[CH:7][N:6]=1 |f:0.1|. Starting materials: stainless steel, C[O-].[Na+] (sodium methoxide), ClC1=NC=CC=C1C(=O)O (2-chloro-3-pyridinecarboxylic acid). Solvent: CO (methanol), CO (methanol). Reported procedure: Benzyl-(2-bromo-5-trifluoromethyl-benzyl)-amine and acetyl chloride were reacted as described in Example 11, Step 2 to provide N-benzyl-N-(2-bromo-5-trifluoromethyl-benzyl)-acetamide. The reactants are C(C1=CC=CC=C1)NCC1=C(C=CC(=C1)C(F)(F)F)Br (Benzyl-(2-bromo-5-trifluoromethyl-benzyl)-amine), C(C)(=O)Cl (acetyl chloride). Yields the product C(C1=CC=CC=C1)N(C(C)=O)CC1=C(C=CC(=C1)C(F)(F)F)Br (N-benzyl-N-(2-bromo-5-trifluoromethyl-benzyl)-acetamide). RXN SMILES: [CH2:1]([NH:8][CH2:9][C:10]1[CH:15]=[C:14]([C:16]([F:19])([F:18])[F:17])[CH:13]=[CH:12][C:11]=1[Br:20])[C:2]1[CH:7]=[CH:6][CH:5]=[CH:4][CH:3]=1.[C:21](Cl)(=[O:23])[CH3:22]>>[CH2:1]([N:8]([CH2:9][C:10]1[CH:15]=[C:14]([C:16]([F:19])([F:17])[F:18])[CH:13]=[CH:12][C:11]=1[Br:20])[C:21](=[O:23])[CH3:22])[C:2]1[CH:3]=[CH:4][CH:5]=[CH:6][CH:7]=1. Reactants: Cl.C1(CC1)COC1=C(C=CC(=C1)F)C=1C2=C(N=CN1)C(=C(N2)C)C(=O)N[C@H]2CNCC2 (4-[2-(cyclopropylmethoxy)-4-fluorophenyl]-6-methyl-N-[(3R)-pyrrolidin-3-yl]-5H-pyrrolo[3,2-d]pyrimidine-7-carboxamide hydrochloride), C(C)(=O)OCC(=O)Cl (2-chloro-2-oxoethyl acetate). The product is C1(CC1)COC1=C(C=CC(=C1)F)C=1C2=C(N=CN1)C(=C(N2)C)C(=O)N[C@H]2CN(CC2)C(CO)=O (4-[2-(Cyclopropylmethoxy)-4-fluorophenyl]-N-[(3R)-1-(hydroxyacetyl)pyrrolidin-3-yl]-6-methyl-5H-pyrrolo[3,2-d]pyrimidine-7-carboxamide). Reaction SMILES: Cl.[CH:2]1([CH2:5][O:6][C:7]2[CH:12]=[C:11]([F:13])[CH:10]=[CH:9][C:8]=2[C:14]2[C:15]3[NH:22][C:21]([CH3:23])=[C:20]([C:24]([NH:26][C@@H:27]4[CH2:31][CH2:30][NH:29][CH2:28]4)=[O:25])[C:16]=3[N:17]=[CH:18][N:19]=2)[CH2:4][CH2:3]1.C([O:35][CH2:36][C:37](Cl)=[O:38])(=O)C>>[CH:2]1([CH2:5][O:6][C:7]2[CH:12]=[C:11]([F:13])[CH:10]=[CH:9][C:8]=2[C:14]2[C:15]3[NH:22][C:21]([CH3:23])=[C:20]([C:24]([NH:26][C@@H:27]4[CH2:31][CH2:30][N:29]([C:36](=[O:35])[CH2:37][OH:38])[CH2:28]4)=[O:25])[C:16]=3[N:17]=[CH:18][N:19]=2)[CH2:4][CH2:3]1 |f:0.1|. Procedure: Starting from 4-[2-(cyclopropylmethoxy)-4-fluorophenyl]-6-methyl-N-[(3R)-pyrrolidin-3-yl]-5H-pyrrolo[3,2-d]pyrimidine-7-carboxamide hydrochloride (example D.f9) and commercially available 2-chloro-2-oxoethyl acetate the title compound is obtained as colorless solid. Reactants: O[C@H](C(=O)N1CC=C(CC1)C1=C(C=C(C=C1F)N1C(O[C@H](C1)CNC1=NC=CN=C1)=O)F)CO (3-(4-(1-(2(S),3-Dihydroxypropanoyl)-1,2,5,6-tetrahydropyrid-4-yl)-3,5-difluorophenyl)-5(S)-pyrazin-2-ylaminomethyloxazolidin-2-one), C(C)(=O)OCC (ethyl acetate), C(C)(C)(C)OC(=O)NC=1N=NC=CC1 (3-(t-butoxycarbonylamino)pyridazine), N1=CC=NC=C1 (pyrazine). Solvent: ClCCl (dichloromethane). Yields the product CC1(OC[C@H](O1)C(=O)N1CC=C(CC1)C1=C(C=C(C=C1F)N1C(O[C@H](C1)CN(C(=O)OC(C)(C)C)C=1N=NC=CC1)=O)F)C (4-(1-(2,2-Dimethyl-1,3-dioxolan-4(S)-ylcarbonyl)-1,2,5,6-tetrahydropyrid-4-yl)-3,5-difluorophenyl-5(R)-(N-(t-butoxycarbonyl)pyridazin-3-ylaminomethyl)oxazolidin-2-one). RXN SMILES: [OH:1][C@@H:2]([CH2:33][OH:34])[C:3]([N:5]1[CH2:10][CH2:9][C:8]([C:11]2[C:16]([F:17])=[CH:15][C:14]([N:18]3[CH2:22][C@H:21]([CH2:23]NC4C=NC=CN=4)[O:20][C:19]3=[O:31])=[CH:13][C:12]=2[F:32])=[CH:7][CH2:6]1)=[O:4].[C:35]([O:39][C:40]([NH:42][C:43]1[N:44]=[N:45][CH:46]=[CH:47][CH:48]=1)=[O:41])([CH3:38])([CH3:37])[CH3:36].N1[CH:54]=[CH:53]N=CC=1.[C:55](OCC)(=O)C>ClCCl>[CH3:55][C:53]1([CH3:54])[O:1][C@H:2]([C:3]([N:5]2[CH2:10][CH2:9][C:8]([C:11]3[C:12]([F:32])=[CH:13][C:14]([N:18]4[CH2:22][C@H:21]([CH2:23][N:42]([C:43]5[N:44]=[N:45][CH:46]=[CH:47][CH:48]=5)[C:40]([O:39][C:35]([CH3:38])([CH3:36])[CH3:37])=[O:41])[O:20][C:19]4=[O:31])=[CH:15][C:16]=3[F:17])=[CH:7][CH2:6]2)=[O:4])[CH2:33][O:34]1. Procedure: Essentially the technique for the appropriate intermediate of Example 22 was used, but substituting 3-(t-butoxycarbonylamino)pyridazine (293 mg, 1.5 mM) for the pyrazine analogue. The reaction was carried out by heating at 45° for 4 hour, and the chromatography was carried out with a gradient from 0% to 100% ethyl acetate in dichloromethane. Relevant fractions were combined to give the desired product (315 mg).